From a dataset of the Open Reaction Database (ORD), a public repository of structured organic reaction records. describe an organic reaction: reactants, conditions, products, and yield Starting materials: [BH4-], CI, CCO, COc1cccc(C23CCCC(C2)N(Cc2ccccc2)C3=O)c1, [Li], [Na+], O, c1ccccc1. Yields the product COc1cccc(C23CCCC(C2)N(Cc2ccccc2)C3C)c1. RXN SMILES: [BH4-:28].[CH3:2][I:3].[CH3:36][CH2:37][OH:38].[CH3:4][O:5][c:6]1[cH:7][c:8]([C:12]23[CH2:13][CH2:14][CH2:15][CH:16]([N:17]([CH2:20][c:21]4[cH:22][cH:23][cH:24][cH:25][cH:26]4)[C:18]2=[O:19])[CH2:27]3)[cH:9][cH:10][cH:11]1.[Li:1].[Na+:29].[OH2:39].[cH:30]1[cH:31][cH:32][cH:33][cH:34][cH:35]1>>[CH3:2][CH:18]1[C:12]2([c:8]3[cH:7][c:6]([O:5][CH3:4])[cH:11][cH:10][cH:9]3)[CH2:13][CH2:14][CH2:15][CH:16]([N:17]1[CH2:20][c:21]1[cH:22][cH:23][cH:24][cH:25][cH:26]1)[CH2:27]2. Reactants: CC1(C)CC1C(=O)NC(=CCCCCBr)C(=O)O, O=C([O-])[O-], [Na+], [Na+], Oc1cccnc1S. The product is CC1(C)CC1C(=O)NC(=CCCCCSc1ncccc1O)C(=O)O. Reaction SMILES: [Br:1][CH2:2][CH2:3][CH2:4][CH2:5][CH:6]=[C:7]([C:8](=[O:9])[OH:10])[NH:11][C:12](=[O:13])[CH:14]1[C:15]([CH3:17])([CH3:18])[CH2:16]1.[C:27](=[O:28])([O-:29])[O-:30].[Na+:31].[Na+:32].[SH:19][c:20]1[n:21][cH:22][cH:23][cH:24][c:25]1[OH:26]>>[CH2:2]([CH2:3][CH2:4][CH2:5][CH:6]=[C:7]([C:8](=[O:9])[OH:10])[NH:11][C:12](=[O:13])[CH:14]1[C:15]([CH3:17])([CH3:18])[CH2:16]1)[S:19][c:20]1[n:21][cH:22][cH:23][cH:24][c:25]1[OH:26]. Starting materials: S(O)(O)(=O)=O (sulfuric acid), [N-]=[N+]=[N-].[Na+] (sodium azide), C(=O)=O (carbon dioxide), C(=C(F)F)(OC(C(C(F)(F)F)(F)F)(F)F)F (perfluoro(propyl vinyl ether)). Solvent: O (water), CS(=O)C (dimethyl sulfoxide). Product: O.N(=[N+]=[N-])C(C(C(=O)O)(OC(C(C(F)(F)F)(F)F)(F)F)F)(F)F (3-azido-2-heptafluoropropoxytrifluoropropionic acid hydrate). Isolated yield 100.6%. Reaction SMILES: [N-:1]=[N+:2]=[N-:3].[Na+].[C:5](=[O:7])=[O:6].[C:8]([F:23])([O:12][C:13]([F:22])([F:21])[C:14]([F:20])([F:19])[C:15]([F:18])([F:17])[F:16])=[C:9]([F:11])[F:10].S(=O)(=O)(O)O>CS(C)=O.O>[OH2:6].[N:1]([C:9]([F:11])([F:10])[C:8]([F:23])([O:12][C:13]([F:21])([F:22])[C:14]([F:19])([F:20])[C:15]([F:16])([F:17])[F:18])[C:5]([OH:7])=[O:6])=[N+:2]=[N-:3] |f:0.1,7.8|. Reported procedure: Reaction of 26.0 g (0.40 mole) of sodium azide, 33 g (0.75 mole) of carbon dioxide, and 106 g (0.40 mole) of perfluoro(propyl vinyl ether) in dimethyl sulfoxide was carried out in a 400 ml metal tube at 25°. The reaction mixture was poured into a solution of 250 ml of concentrated sulfuric acid in 900 ml of water. Continuous extraction with ether and evaporation of the extracts afforded 140 g of crude 3-azido-2-heptafluoropropoxytrifluoropropionic acid hydrate. This acid was reacted in a 1 L met... Starting materials: CCOC(=O)c1nc(Cl)c2c(c(-c3ccccc3)cn2-c2ccc(F)cc2)c1O, C[Sn](C)(C)C, CCOC(C)=O, CN(C)C=O, Cl[Pd]Cl, c1ccc(P(c2ccccc2)c2ccccc2)cc1, c1ccc(P(c2ccccc2)c2ccccc2)cc1. Product: CCOC(=O)c1nc(C)c2c(c(-c3ccccc3)cn2-c2ccc(F)cc2)c1O. RXN SMILES: [CH2:1]([CH3:2])[O:3][C:4](=[O:5])[c:6]1[c:7]([OH:29])[c:8]2[c:9]([c:10]([Cl:12])[n:11]1)[n:13](-[c:22]1[cH:23][cH:24][c:25]([F:28])[cH:26][cH:27]1)[cH:14][c:15]2-[c:16]1[cH:17][cH:18][cH:19][cH:20][cH:21]1.[CH3:30][Sn:31]([CH3:32])([CH3:33])[CH3:34].[CH3:40][CH2:41][O:42][C:43]([CH3:44])=[O:45].[O:35]=[CH:36][N:37]([CH3:38])[CH3:39].[Pd:46]([Cl:47])[Cl:48].[c:49]1([P:50]([c:51]2[cH:52][cH:53][cH:54][cH:55][cH:56]2)[c:57]2[cH:58][cH:59][cH:60][cH:61][cH:62]2)[cH:63][cH:64][cH:65][cH:66][cH:67]1.[c:68]1([P:69]([c:70]2[cH:71][cH:72][cH:73][cH:74][cH:75]2)[c:76]2[cH:77][cH:78][cH:79][cH:80][cH:81]2)[cH:82][cH:83][cH:84][cH:85][cH:86]1>>[CH2:1]([CH3:2])[O:3][C:4](=[O:5])[c:6]1[c:7]([OH:29])[c:8]2[c:9]([c:10]([CH3:30])[n:11]1)[n:13](-[c:22]1[cH:23][cH:24][c:25]([F:28])[cH:26][cH:27]1)[cH:14][c:15]2-[c:16]1[cH:17][cH:18][cH:19][cH:20][cH:21]1. The reactants are [N+](=O)([O-])C1=CC=C(CC2=NNC3=C2C(N(C=2N=CC=CC32)C3=CC=CC=C3)=O)C=C1 (3-(4-nitrobenzyl)-5-phenyl-1H-pyrazolo [4,3-c][1,8]naphthyridin-4 (5H)-one). The reagents and catalysts are [C].[Pd] (carbon palladium). Run in CN(C)C=O (DMF), CO (methanol). Conditions: time 3 day. The product is NC1=CC=C(CC2=NNC3=C2C(N(C=2N=CC=CC32)C3=CC=CC=C3)=O)C=C1 (3-(4-aminobenzyl)-5-phenyl-1H-pyrazolo[4,3-c][1,8]naphthyridin-4 (5H)-one). The yield is 65.3%. Reaction SMILES: [N+:1]([C:4]1[CH:30]=[CH:29][C:7]([CH2:8][C:9]2[C:13]3[C:14](=[O:28])[N:15]([C:22]4[CH:27]=[CH:26][CH:25]=[CH:24][CH:23]=4)[C:16]4[N:17]=[CH:18][CH:19]=[CH:20][C:21]=4[C:12]=3[NH:11][N:10]=2)=[CH:6][CH:5]=1)([O-])=O>CN(C=O)C.CO.[C].[Pd]>[NH2:1][C:4]1[CH:30]=[CH:29][C:7]([CH2:8][C:9]2[C:13]3[C:14](=[O:28])[N:15]([C:22]4[CH:27]=[CH:26][CH:25]=[CH:24][CH:23]=4)[C:16]4[N:17]=[CH:18][CH:19]=[CH:20][C:21]=4[C:12]=3[NH:11][N:10]=2)=[CH:6][CH:5]=1 |f:3.4|. Reported procedure: To a solution of 3-(4-nitrobenzyl)-5-phenyl-1H-pyrazolo [4,3-c][1,8]naphthyridin-4 (5H)-one (200 mg, 0.50 mmol, prepared in Example 24) in DMF (10 ml) and methanol (10 ml) was added activated carbon-palladium (20 mg), the mixture was stirred under hydrogen atmosphere for 3 days, and filtered. After methanol was distilled off, the resultant solution was admixed with water, and filtered to give precipitates which were dried to afford 3-(4-aminobenzyl)-5-phenyl-1H-pyrazolo[4,3-c][1,8]naphthyridin-4... Starting materials: CCc1nc(-c2ccccc2)cn1-c1ccc(CCO[Si](C)(C)C(C)(C)C)cc1, CCCC[N+](CCCC)(CCCC)CCCC, [F-], C1CCOC1. Product: CCc1nc(-c2ccccc2)cn1-c1ccc(CCO)cc1. As a reaction SMILES: [C:1]([Si:2]([CH3:3])([CH3:4])[O:6][CH2:7][CH2:8][c:9]1[cH:10][cH:11][c:12](-[n:15]2[c:16]([CH2:26][CH3:27])[n:17][c:18](-[c:20]3[cH:21][cH:22][cH:23][cH:24][cH:25]3)[cH:19]2)[cH:13][cH:14]1)([CH3:5])([CH3:28])[CH3:29].[CH3:31][CH2:32][CH2:33][CH2:34][N+:35]([CH2:36][CH2:37][CH2:38][CH3:39])([CH2:40][CH2:41][CH2:42][CH3:43])[CH2:44][CH2:45][CH2:46][CH3:47].[F-:30].[O:48]1[CH2:49][CH2:50][CH2:51][CH2:52]1>>[OH:6][CH2:7][CH2:8][c:9]1[cH:10][cH:11][c:12](-[n:15]2[c:16]([CH2:26][CH3:27])[n:17][c:18](-[c:20]3[cH:21][cH:22][cH:23][cH:24][cH:25]3)[cH:19]2)[cH:13][cH:14]1. Reactants: C(C1=CC=CC=C1)OC1=C(C=C(C=CC=O)C=C1OC)OC (4-benzyloxy-3,5-dimethoxycinnamaldehyde), S1C(NC(C1)=O)=O (2,4-thiazolidinedione). Yields the product C(C1=CC=CC=C1)OC1=C(C=C(C=CC=C2C(NC(S2)=O)=O)C=C1OC)OC (5-(4-benzyloxy-3,5-dimethoxycinnamylidene)-2,4-thiazolidinedione). Isolated yield 57.0%. RXN SMILES: [CH2:1]([O:8][C:9]1[C:18]([O:19][CH3:20])=[CH:17][C:12]([CH:13]=[CH:14][CH:15]=O)=[CH:11][C:10]=1[O:21][CH3:22])[C:2]1[CH:7]=[CH:6][CH:5]=[CH:4][CH:3]=1.[S:23]1[CH2:27][C:26](=[O:28])[NH:25][C:24]1=[O:29]>>[CH2:1]([O:8][C:9]1[C:18]([O:19][CH3:20])=[CH:17][C:12]([CH:13]=[CH:14][CH:15]=[C:27]2[S:23][C:24](=[O:29])[NH:25][C:26]2=[O:28])=[CH:11][C:10]=1[O:21][CH3:22])[C:2]1[CH:7]=[CH:6][CH:5]=[CH:4][CH:3]=1. Reported procedure: According to the same manner as that described in Example 1, 4-benzyloxy-3,5-dimethoxycinnamaldehyde was condensed with 2,4-thiazolidinedione to give 5-(4-benzyloxy-3,5-dimethoxycinnamylidene)-2,4-thiazolidinedione (yield: 57%). This product was recrystallized from chloroform-ethanol. Yellow prisms, mp: 217-218° C. Starting materials: C(#N)C1=CN=C(C2=C1NC=1C=C(C=CC21)C(=O)OC)C2=C(C(=CC=C2)N2C=NC1=CC=CC=C1C2=O)C (methyl 4-cyano-1-(2-methyl-3-(4-oxoquinazolin-3(4H)-yl)phenyl)-5H-pyrido[4,3-b]indole-7-carboxylate), S(O)(O)(=O)=O (Sulfuric acid). Reaction conditions: temperature 60 celsius. Product: COC(=O)C=1C=CC=2C3=C(NC2C1)C(=CN=C3C3=C(C(=CC=C3)N3C=NC1=CC=CC=C1C3=O)C)C(N)=O (Methyl-4-carbamoyl-1-(2-methyl-3-(4-oxoquinazolin-3(4H)-yl)phenyl)-5H-pyrido[4,3-b]indole-7-carboxylate). RXN SMILES: [C:1]([C:3]1[C:8]2[NH:9][C:10]3[CH:11]=[C:12]([C:16]([O:18][CH3:19])=[O:17])[CH:13]=[CH:14][C:15]=3[C:7]=2[C:6]([C:20]2[CH:25]=[CH:24][CH:23]=[C:22]([N:26]3[C:35](=[O:36])[C:34]4[C:29](=[CH:30][CH:31]=[CH:32][CH:33]=4)[N:28]=[CH:27]3)[C:21]=2[CH3:37])=[N:5][CH:4]=1)#[N:2].S(=O)(=O)(O)[OH:39]>>[CH3:19][O:18][C:16]([C:12]1[CH:13]=[CH:14][C:15]2[C:7]3[C:6]([C:20]4[CH:25]=[CH:24][CH:23]=[C:22]([N:26]5[C:35](=[O:36])[C:34]6[C:29](=[CH:30][CH:31]=[CH:32][CH:33]=6)[N:28]=[CH:27]5)[C:21]=4[CH3:37])=[N:5][CH:4]=[C:3]([C:1](=[O:39])[NH2:2])[C:8]=3[NH:9][C:10]=2[CH:11]=1)=[O:17]. Procedure details: A stirred mixture of methyl 4-cyano-1-(2-methyl-3-(4-oxoquinazolin-3(4H)-yl)phenyl)-5H-pyrido[4,3-b]indole-7-carboxylate (0.192 g, 0.395 mmol) and 90% aqueous Sulfuric acid (2.000 ml, 36.8 mmol) was heated at 60° C. for 15-30 minutes. HLC-MS showed complete conversion to the desired product plus the corresponding carboxylic acid. The reaction mixture was cooled to 0° C. and neutralized to approx. pH=5-6 with 50% NaOH solution then stirred overnight. The reaction mixture was filtered and the resi...